This data is from the Open Reaction Database (ORD), a public repository of structured organic reaction records. The task is: describe an organic reaction: reactants, conditions, products, and yield Reactants: [Ag+], CC(C)(C)c1cccc(C(C)(C)C)n1, OCCc1cccc(F)c1, O=S(=O)([O-])C(F)(F)F, CCOC(=O)CI. Product: CCOC(=O)COCCc1cccc(F)c1. RXN SMILES: [Ag+:40].[C:18]([c:19]1[cH:20][cH:21][cH:22][c:23]([C:24]([CH3:25])([CH3:26])[CH3:27])[n:28]1)([CH3:29])([CH3:30])[CH3:31].[F:1][c:2]1[cH:3][c:4]([CH2:8][CH2:9][OH:10])[cH:5][cH:6][cH:7]1.[F:32][C:33]([F:34])([F:35])[S:36]([O-:37])(=[O:38])=[O:39].[I:11][CH2:12][C:13](=[O:14])[O:15][CH2:16][CH3:17]>>[F:1][c:2]1[cH:3][c:4]([CH2:8][CH2:9][O:10][CH2:12][C:13](=[O:14])[O:15][CH2:16][CH3:17])[cH:5][cH:6][cH:7]1.